This data is from the Open Reaction Database (ORD), a public repository of structured organic reaction records. The task is: describe an organic reaction: reactants, conditions, products, and yield The reactants are [Al+3], CCOC(C)=O, [H-], [H-], [H-], [H-], [Li+], C1CCOC1, O, CCCCCCCCCCCCCCOc1ccc(C(=O)Nc2ccc(CO)cc2)cc1. Product: CCCCCCCCCCCCCCOc1ccc(CNc2ccc(CO)cc2)cc1. Reaction SMILES: [Al+3:34].[CH2:39]([O:40][C:41](=[O:42])[CH3:43])[CH3:44].[H-:33].[H-:36].[H-:37].[H-:38].[Li+:35].[O:46]1[CH2:47][CH2:48][CH2:49][CH2:50]1.[OH2:45].[OH:1][CH2:2][c:3]1[cH:4][cH:5][c:6]([NH:9][C:10]([c:11]2[cH:12][cH:13][c:14]([O:17][CH2:18][CH2:19][CH2:20][CH2:21][CH2:22][CH2:23][CH2:24][CH2:25][CH2:26][CH2:27][CH2:28][CH2:29][CH2:30][CH3:31])[cH:15][cH:16]2)=[O:32])[cH:7][cH:8]1>>[OH:1][CH2:2][c:3]1[cH:4][cH:5][c:6]([NH:9][CH2:10][c:11]2[cH:12][cH:13][c:14]([O:17][CH2:18][CH2:19][CH2:20][CH2:21][CH2:22][CH2:23][CH2:24][CH2:25][CH2:26][CH2:27][CH2:28][CH2:29][CH2:30][CH3:31])[cH:15][cH:16]2)[cH:7][cH:8]1. Procedure: A solution of 3.12 g of 1-[(acetyloxy)-2-methyl(propyl)]-2-oxo-(3S)-[[(phenylmethoxy)-carbonyl]amino]azetidine in 70 ml of methanol and 7 ml of water was cooled to -15° C. and 1.33 g of potassium carbonate and 349 mg of sodium borohydride was added. The reaction mixture was stirred at -15° C. -0° C. After the reaction was complete (about 2 hours), the mixture was neutralized to pH 7 with 2N HCl and concentrated in vacuo. The concentrate was adjusted to pH 5.8, saturated with salt and extracted w... The solvent is CO (methanol), O (water). Isolated yield 160.6%. Yields the product O=C1NC[C@@H]1NC(OCC1=CC=CC=C1)=O ((S)-(2-Oxo-3-azetidinyl)carbamic acid, phenylmethyl ester). As a reaction SMILES: C(OCC(C)C[N:8]1[CH2:11][C@H:10]([NH:12][C:13]([O:15][CH2:16][C:17]2[CH:22]=[CH:21][CH:20]=[CH:19][CH:18]=2)=[O:14])[C:9]1=[O:23])(=O)C.C(=O)([O-])[O-].[K+].[K+].[BH4-].[Na+].Cl>CO.O>[O:23]=[C:9]1[C@@H:10]([NH:12][C:13](=[O:14])[O:15][CH2:16][C:17]2[CH:18]=[CH:19][CH:20]=[CH:21][CH:22]=2)[CH2:11][NH:8]1 |f:1.2.3,4.5|. Reactants: C(C)(=O)OCC(CN1C([C@H](C1)NC(=O)OCC1=CC=CC=C1)=O)C (1-[(acetyloxy)-2-methyl(propyl)]-2-oxo-(3S)-[[(phenylmethoxy)-carbonyl]amino]azetidine), Cl (HCl), C([O-])([O-])=O.[K+].[K+] (potassium carbonate), [BH4-].[Na+] (sodium borohydride). Starting materials: CO, C=C(C)c1ccc(-n2nc3cc(NS(C)(=O)=O)c(C4CC4)cc3c2C(=O)NC)cc1, [H][H]. The product is CNC(=O)c1c2cc(C3CC3)c(NS(C)(=O)=O)cc2nn1-c1ccc(C(C)C)cc1. Reaction SMILES: [CH3:33][OH:34].[CH:1]1([c:4]2[cH:5][c:6]3[c:7]([C:27](=[O:28])[NH:29][CH3:30])[n:8](-[c:18]4[cH:19][cH:20][c:21]([C:24](=[CH2:25])[CH3:26])[cH:22][cH:23]4)[n:9][c:10]3[cH:11][c:12]2[NH:13][S:14](=[O:15])(=[O:16])[CH3:17])[CH2:2][CH2:3]1.[H:31][H:32]>>[CH:1]1([c:4]2[cH:5][c:6]3[c:7]([C:27](=[O:28])[NH:29][CH3:30])[n:8](-[c:18]4[cH:19][cH:20][c:21]([CH:24]([CH3:25])[CH3:26])[cH:22][cH:23]4)[n:9][c:10]3[cH:11][c:12]2[NH:13][S:14](=[O:15])(=[O:16])[CH3:17])[CH2:2][CH2:3]1. Yields the product COC=1C=C2C=3CC(COC3C=NC2=CC1)C[C@@H]1CC[C@H](CC1)NC(=O)C=1C=CC2=C(NC(CO2)=O)C1 (3-oxo-3,4-dihydro-2H-benzo[1,4]oxazine-6-carboxylic acid [trans-4-(6-methoxy-3,4-dihydro-2H-1-oxa-9-aza-phenanthren-3-ylmethyl)-cyclohexyl]-amide). Reported procedure: The titled compound is prepared as a white lyophilized powder following Scheme 4 and in analogy to Example 1 using [trans-4-(6-methoxy-3,4-dihydro-2H-1-oxa-9-aza-phenanthren-3-ylmethyl)-cyclohexyl]-carbamic acid tert-butyl ester and 3-oxo-3,4-dihydro-2H-benzo[1,4]oxazine-6-carboxylic acid as starting material. Reactants: C(C)(C)(C)OC(N[C@@H]1CC[C@H](CC1)CC1COC=2C=NC3=CC=C(C=C3C2C1)OC)=O ([trans-4-(6-methoxy-3,4-dihydro-2H-1-oxa-9-aza-phenanthren-3-ylmethyl)-cyclohexyl]-carbamic acid tert-butyl ester), O=C1COC2=C(N1)C=C(C=C2)C(=O)O (3-oxo-3,4-dihydro-2H-benzo[1,4]oxazine-6-carboxylic acid). RXN SMILES: C(O[C:6](=[O:31])[NH:7][C@H:8]1[CH2:13][CH2:12][C@H:11]([CH2:14][CH:15]2[CH2:28][C:27]3[C:26]4[C:21](=[CH:22][CH:23]=[C:24]([O:29][CH3:30])[CH:25]=4)[N:20]=[CH:19][C:18]=3[O:17][CH2:16]2)[CH2:10][CH2:9]1)(C)(C)C.[O:32]=[C:33]1[NH:38][C:37]2[CH:39]=[C:40](C(O)=O)[CH:41]=[CH:42][C:36]=2[O:35][CH2:34]1>>[CH3:30][O:29][C:24]1[CH:23]=[C:22]2[C:21](=[CH:26][CH:25]=1)[N:20]=[CH:19][C:18]1[O:17][CH2:16][CH:15]([CH2:14][C@H:11]3[CH2:10][CH2:9][C@H:8]([NH:7][C:6]([C:40]4[CH:41]=[CH:42][C:36]5[O:35][CH2:34][C:33](=[O:32])[NH:38][C:37]=5[CH:39]=4)=[O:31])[CH2:13][CH2:12]3)[CH2:28][C:27]2=1.